From a dataset of the Open Reaction Database (ORD), a public repository of structured organic reaction records. describe an organic reaction: reactants, conditions, products, and yield Reactants: CC(=O)OCC(OC(C)=O)C(COC(C)=O)OC(COC(C)=O)C(COC(C)=O)OC(C)=O, CC(=O)OC(C)=O, Nc1nc2c(ncn2C2OC(CO)C(O)C2O)c(=O)[nH]1, O, Cc1ccc(S(=O)(=O)O)cc1. The product is Nc1nc2c(ncn2COC(CO)CO)c(=O)[nH]1. RXN SMILES: [C:40]([O:41][CH2:42][CH:43]([O:44][C:45](=[O:46])[CH3:47])[CH:48]([O:49][CH:50]([CH:51]([O:52][C:53](=[O:54])[CH3:55])[CH2:56][O:57][C:58](=[O:59])[CH3:60])[CH2:61][O:62][C:63](=[O:64])[CH3:65])[CH2:66][O:67][C:68](=[O:69])[CH3:70])(=[O:71])[CH3:72].[CH3:1][C:2]([O:3][C:4](=[O:5])[CH3:6])=[O:7].[NH2:20][c:21]1[n:22][c:23]2[n:24]([CH:31]3[O:32][CH:33]([CH2:34][OH:35])[CH:36]([OH:37])[CH:38]3[OH:39])[cH:25][n:26][c:27]2[c:28](=[O:29])[nH:30]1.[OH2:8].[c:9]1([CH3:10])[cH:11][cH:12][c:13]([S:14]([OH:15])(=[O:16])=[O:17])[cH:18][cH:19]1>>[NH2:20][c:21]1[n:22][c:23]2[n:24]([CH2:31][O:32][CH:33]([CH2:34][OH:35])[CH2:36][OH:37])[cH:25][n:26][c:27]2[c:28](=[O:29])[nH:30]1. The reactants are Cl.Cl.NC[C@@H](C(=O)OC)N1CCN(CC1)S(=O)(=O)CC(C)C (methyl (S)-3-amino-2-[4-(2-methylpropane-1-sulfonyl)piperazin-1-yl]propanoate dihydrochloride), Cl.CC1=NC2=CC=CC=C2C(=C1)COC1=CC=C(C=C1)S(=O)(=O)Cl (4-(2-methylquinolin-4-ylmethoxy)benzenesulfonyl chloride hydrochloride), CC(CS(=O)(=O)N1CCN(CC1)[C@H](C(=O)OC)CNS(=O)(=O)C1=CC=C(C=C1)OCC1=CC(=NC2=CC=CC=C12)C)C (methyl (S)-2-[4-(2-methylpropane-1-sulfonyl)piperazin-1-yl]-3-[4-(2-methylquinolin-4-ylmethoxy)benzenesulfonylamino]propanoate). The product is CC(=CS(=O)(=O)N1CCN(CC1)[C@H](C(=O)OC)CNS(=O)(=O)C1=CC=C(C=C1)OCC1=CC(=NC2=CC=CC=C12)C)C (Methyl (S)-2-[4-(2-methylpropene-1-sulfonyl)piperazin-1-yl]-3-(4-(2-methylquinolin-4-ylmethoxy)benzenesulfonylamino)propanoate). Reaction SMILES: Cl.Cl.NC[C@H](N1CCN(S(CC(C)C)(=O)=O)CC1)C(OC)=O.Cl.CC1C=C(COC2C=CC(S(Cl)(=O)=O)=CC=2)C2C(=CC=CC=2)N=1.[CH3:47][CH:48]([CH3:88])[CH2:49][S:50]([N:53]1[CH2:58][CH2:57][N:56]([C@@H:59]([CH2:64][NH:65][S:66]([C:69]2[CH:74]=[CH:73][C:72]([O:75][CH2:76][C:77]3[C:86]4[C:81](=[CH:82][CH:83]=[CH:84][CH:85]=4)[N:80]=[C:79]([CH3:87])[CH:78]=3)=[CH:71][CH:70]=2)(=[O:68])=[O:67])[C:60]([O:62][CH3:63])=[O:61])[CH2:55][CH2:54]1)(=[O:52])=[O:51]>>[CH3:47][C:48]([CH3:88])=[CH:49][S:50]([N:53]1[CH2:54][CH2:55][N:56]([C@@H:59]([CH2:64][NH:65][S:66]([C:69]2[CH:70]=[CH:71][C:72]([O:75][CH2:76][C:77]3[C:86]4[C:81](=[CH:82][CH:83]=[CH:84][CH:85]=4)[N:80]=[C:79]([CH3:87])[CH:78]=3)=[CH:73][CH:74]=2)(=[O:67])=[O:68])[C:60]([O:62][CH3:63])=[O:61])[CH2:57][CH2:58]1)(=[O:52])=[O:51] |f:0.1.2,3.4|. Procedure details: In a manner analogous to example 3.6, using 621 mg (1.6 mmol) of methyl (S)-3-amino-2-[4-(2-methylpropane-1-sulfonyl)piperazin-1-yl]propanoate dihydrochloride and 876 mg (2.3 mmol) of 4-(2-methylquinolin-4-ylmethoxy)benzenesulfonyl chloride hydrochloride (prepared as described in example 17.2), 643 mg (64%) of methyl (S)-2-[4-(2-methylpropane-1-sulfonyl)piperazin-1-yl]-3-[4-(2-methylquinolin-4-ylmethoxy)benzenesulfonylamino]propanoate are obtained in the form of an oil. Reactants: Br, O=C(NC12CC3CC(C1)C(S)C(C3)C2)OCc1ccccc1. Yields the product Br, NC12CC3CC(C1)C(S)C(C3)C2. RXN SMILES: [BrH:23].[CH2:1]([O:2][C:3](=[O:4])[NH:10][C:11]12[CH2:12][CH:13]3[CH:14]([SH:21])[CH:15]([CH2:16][CH:17]([CH2:18]1)[CH2:19]3)[CH2:20]2)[c:5]1[cH:6][cH:7][cH:8][cH:9][cH:22]1>>[BrH:23].[NH2:10][C:11]12[CH2:12][CH:13]3[CH:14]([SH:21])[CH:15]([CH2:16][CH:17]([CH2:18]1)[CH2:19]3)[CH2:20]2. The reactants are C(C)C1=C(C(=CC=C1)CC)NC(=O)C=1C(C=C(N2CCCCC12)C)=O (N-(2,6-diethylphenyl)-6,7,8,9-tetrahydro-4-methyl-2-oxo-2H-quinolizine-1-carboxamide), C([O-])([O-])=O.[Na+].[Na+] (sodium carbonate), BrBr (bromine). Solvent: C(Cl)Cl (methylene chloride), C(Cl)Cl (methylene chloride). Run at time 30 minute. Product: BrC=1C(C(=C2CCCCN2C1C)C(=O)NC1=C(C=CC=C1CC)CC)=O (3-Bromo-N-(2,6-diethylphenyl)-6,7,8,9-tetrahydro-4-methyl-2-oxo-2H-quinolizine-1-carboxamide). Isolated yield 75.0%. Reaction SMILES: [Br:1]Br.[CH2:3]([C:5]1[CH:10]=[CH:9][CH:8]=[C:7]([CH2:11][CH3:12])[C:6]=1[NH:13][C:14]([C:16]1[C:17](=[O:27])[CH:18]=[C:19]([CH3:26])[N:20]2[C:25]=1[CH2:24][CH2:23][CH2:22][CH2:21]2)=[O:15])[CH3:4].C(=O)([O-])[O-].[Na+].[Na+]>C(Cl)Cl>[Br:1][C:18]1[C:17](=[O:27])[C:16]([C:14]([NH:13][C:6]2[C:7]([CH2:11][CH3:12])=[CH:8][CH:9]=[CH:10][C:5]=2[CH2:3][CH3:4])=[O:15])=[C:25]2[N:20]([C:19]=1[CH3:26])[CH2:21][CH2:22][CH2:23][CH2:24]2 |f:2.3.4|. Reported procedure: A mixture of 0.11 ml of bromine and 8 ml of methylene chloride was dropwise added to a mixture of 0.70 g of N-(2,6-diethylphenyl)-6,7,8,9-tetrahydro-4-methyl-2-oxo-2H-quinolizine-1-carboxamide, 1.27 g of sodium carbonate and 12 ml of methylene chloride at room temperature taking 30 minutes and further stirred for 5 hours at room temperature. After filtering the insoluble material off, the solution was concentrated and the resulting crystalline residue was recrystallized from a mixture of ethyl a...